From a dataset of the Open Reaction Database (ORD), a public repository of structured organic reaction records. describe an organic reaction: reactants, conditions, products, and yield Reactants: O=C1c2ccccc2C(=O)N1CCCCCCBr, O=C([O-])[O-], COc1ccc(C2=NN(C3CCNCC3)C(=O)C3CC=CCC23)cc1OC, CN(C)C=O, [K+], [K+]. Yields the product COc1ccc(C2=NN(C3CCN(CCCCCCN4C(=O)c5ccccc5C4=O)CC3)C(=O)C3CC=CCC23)cc1OC. As a reaction SMILES: [Br:1][CH2:2][CH2:3][CH2:4][CH2:5][CH2:6][CH2:7][N:8]1[C:9](=[O:18])[c:10]2[cH:11][cH:12][cH:13][cH:14][c:15]2[C:16]1=[O:17].[C:46](=[O:47])([O-:48])[O-:49].[CH3:19][O:20][c:21]1[cH:22][c:23]([C:29]2=[N:30][N:31]([CH:40]3[CH2:41][CH2:42][NH:43][CH2:44][CH2:45]3)[C:32](=[O:39])[CH:33]3[CH2:34][CH:35]=[CH:36][CH2:37][CH:38]23)[cH:24][cH:25][c:26]1[O:27][CH3:28].[CH3:52][N:53]([CH3:54])[CH:55]=[O:56].[K+:50].[K+:51]>>[CH2:2]([CH2:3][CH2:4][CH2:5][CH2:6][CH2:7][N:8]1[C:9](=[O:18])[c:10]2[cH:11][cH:12][cH:13][cH:14][c:15]2[C:16]1=[O:17])[N:43]1[CH2:42][CH2:41][CH:40]([N:31]2[N:30]=[C:29]([c:23]3[cH:22][c:21]([O:20][CH3:19])[c:26]([O:27][CH3:28])[cH:25][cH:24]3)[CH:38]3[CH:33]([C:32]2=[O:39])[CH2:34][CH:35]=[CH:36][CH2:37]3)[CH2:45][CH2:44]1.